This data is from the Open Reaction Database (ORD), a public repository of structured organic reaction records. The task is: describe an organic reaction: reactants, conditions, products, and yield The reactants are BrCC1=CC=C(C=C1)CC(=O)OC (methyl 4-bromomethylphenylacetate), [F-].C(CCC)[N+](CCCC)(CCCC)CCCC (tetra-n-butylammonium fluoride), [Cl-].[Na+] (sodium chloride), N1=CC(=CC=C1)C(C#N)O[Si](C)(C)C (2-(3-pyridyl)-2-(trimethylsiloxy) acetonitrile). Run in O1CCCC1 (tetrahydrofuran), O1CCCC1 (tetrahydrofuran), O1CCCC1 (tetrahydrofuran). Run at time 30 minute. The product is O=C(CC1=CC=C(C=C1)CC(=O)OC)C=1C=NC=CC1 (methyl 4-[2-oxo-2-(3-pyridyl)ethyl]phenylacetate). Yield: 39.2%. As a reaction SMILES: [N:1]1[CH:6]=[CH:5][CH:4]=[C:3]([CH:7]([O:10][Si](C)(C)C)[C:8]#N)[CH:2]=1.BrC[C:17]1[CH:22]=[CH:21][C:20]([CH2:23][C:24]([O:26][CH3:27])=[O:25])=[CH:19][CH:18]=1.[F-].C([N+](CCCC)(CCCC)CCCC)CCC.[Cl-].[Na+]>O1CCCC1>[O:10]=[C:7]([C:3]1[CH:2]=[N:1][CH:6]=[CH:5][CH:4]=1)[CH2:8][C:17]1[CH:22]=[CH:21][C:20]([CH2:23][C:24]([O:26][CH3:27])=[O:25])=[CH:19][CH:18]=1 |f:2.3,4.5|. Procedure details: Diisopropylamine (2.8 g) in 50 ml of tetrahydrofuran in solution was cooled to -35 to -40° C., followed by addition of 1.5M n-butyllithium in 118 ml of hexane in solution, and stirred for 30 minutes to produce lithium diisopropylamide. To the solution was added a solution of 4.7 g of 2-(3-pyridyl)-2-(trimethylsiloxy) acetonitrile in dry tetrahydrofuran at -78° C., and stirred at the same temperature for 30 minutes, followed by addition of a solution of 5.3 g of methyl 4-bromomethylphenylacetate ... Procedure details: To a mixture of 78 mg of methyl 2-(8-amino-10,11-dihydro-11-oxodibenzo[b,f]thiepin-2-yl)-propionate and 3 ml of methanol was added with ice cooling 200 mg of potassium hydroxide in 3 ml of water, and the resulting mixture was stirred at room temperature for 6 hours. After filtrating the reaction mixture to remove insoluble substances, the filtrate was acidified with hydrochloric acid and extracted with ethyl acetate. The extract was washed with a saturated sodium chloride solution and dried over... Starting materials: NC=1C=CC2=C(CC(C3=C(S2)C=CC(=C3)C(C(=O)OC)C)=O)C1 (methyl 2-(8-amino-10,11-dihydro-11-oxodibenzo[b,f]thiepin-2-yl)-propionate), CO (methanol), ice, [OH-].[K+] (potassium hydroxide). Run in O (water). Yield: 65.6%. Reaction SMILES: [NH2:1][C:2]1[CH:3]=[CH:4][C:5]2[S:11][C:10]3[CH:12]=[CH:13][C:14]([CH:16]([CH3:21])[C:17]([O:19]C)=[O:18])=[CH:15][C:9]=3[C:8](=[O:22])[CH2:7][C:6]=2[CH:23]=1.CO.[OH-].[K+]>O>[NH2:1][C:2]1[CH:3]=[CH:4][C:5]2[S:11][C:10]3[CH:12]=[CH:13][C:14]([CH:16]([CH3:21])[C:17]([OH:19])=[O:18])=[CH:15][C:9]=3[C:8](=[O:22])[CH2:7][C:6]=2[CH:23]=1 |f:2.3|. Yields the product NC=1C=CC2=C(CC(C3=C(S2)C=CC(=C3)C(C(=O)O)C)=O)C1 (2-(8-amino-10,11-dihydro-11-oxodibenzo[b,f]thiepin-2-yl)-propionic acid). Reaction conditions: time 6 hour. Reactants: CC#N, O=[Cr](=O)([O-])O[Cr](=O)(=O)[O-], CC(O)c1cnc2n1CC(c1cccc(F)c1F)CCC2NC(=O)OC(C)(C)C, c1cc[nH+]cc1, c1cc[nH+]cc1. Yields the product CC(=O)c1cnc2n1CC(c1cccc(F)c1F)CCC2NC(=O)OC(C)(C)C. RXN SMILES: [CH3:51][C:52]#[N:53].[Cr:1]([O:2][Cr:3]([O-:4])(=[O:5])=[O:6])([O-:7])(=[O:8])=[O:9].[F:22][c:23]1[c:24]([CH:30]2[CH2:31][CH2:32][CH:33]([NH:43][C:44]([O:45][C:46]([CH3:47])([CH3:48])[CH3:49])=[O:50])[c:34]3[n:35]([c:37]([CH:40]([CH3:41])[OH:42])[cH:38][n:39]3)[CH2:36]2)[cH:25][cH:26][cH:27][c:28]1[F:29].[nH+:10]1[cH:11][cH:12][cH:13][cH:14][cH:15]1.[nH+:16]1[cH:17][cH:18][cH:19][cH:20][cH:21]1>>[F:22][c:23]1[c:24]([CH:30]2[CH2:31][CH2:32][CH:33]([NH:43][C:44]([O:45][C:46]([CH3:47])([CH3:48])[CH3:49])=[O:50])[c:34]3[n:35]([c:37]([C:40]([CH3:41])=[O:42])[cH:38][n:39]3)[CH2:36]2)[cH:25][cH:26][cH:27][c:28]1[F:29]. Reactants: CC1(C)CCC(=O)C(C=O)C1, ClC(Cl)Cl, O=C(Cl)C(=O)Cl, [Na+], [OH-]. Product: CC1(C)CCC(=O)C(=CCl)C1. As a reaction SMILES: [CH3:1][C:2]1([CH3:11])[CH2:3][CH2:4][C:5](=[O:10])[CH:6]([CH:8]=[O:9])[CH2:7]1.[CH:20]([Cl:21])([Cl:22])[Cl:23].[Cl:12][C:13]([C:14]([Cl:15])=[O:16])=[O:17].[Na+:19].[OH-:18]>>[CH3:1][C:2]1([CH3:11])[CH2:3][CH2:4][C:5](=[O:10])[C:6](=[CH:8][Cl:12])[CH2:7]1. Starting materials: C1=CC=CC=C1 (benzene), CC1=C(C=C(C(=C1)OC)N)O (2-methyl-4-methoxy-5-aminophenol), FCC(=O)OC (methyl fluoroacetate), C[O-].[Na+] (sodium methoxide). Run in C(C)(=O)O (acetic acid), O (water). The product is CC1=C(C=C(C(=C1)OC)NC(CF)=O)O (2-methyl-4-methoxy-5-fluoroacetylaminophenol). Isolated yield 13.9%. Reaction SMILES: C1C=CC=CC=1.[CH3:7][C:8]1[CH:13]=[C:12]([O:14][CH3:15])[C:11]([NH2:16])=[CH:10][C:9]=1[OH:17].[F:18][CH2:19][C:20](OC)=[O:21].C[O-].[Na+]>C(O)(=O)C.O>[CH3:7][C:8]1[CH:13]=[C:12]([O:14][CH3:15])[C:11]([NH:16][C:20](=[O:21])[CH2:19][F:18])=[CH:10][C:9]=1[OH:17] |f:3.4|. Reported procedure: Into 15 ml of benzene were added 2.10 g (13.7 mmol) of 2-methyl-4-methoxy-5-aminophenol, 1.28 g (13.9 mmol, 1.0 eq.) of methyl fluoroacetate and 1.64 g (30.4 mmol) of sodium methoxide and the mixture was heated under reflux for 6.5 hours. After allowing to cool, the mixture was poured into 300 ml of water, and neutralized with acetic acid and extracted with 200 ml of ethyl acetate. The organic layer was washed with a saturated aqueous solution of common salt and dried over anhydrous sodium sulfa...